This data is from the Open Reaction Database (ORD), a public repository of structured organic reaction records. The task is: describe an organic reaction: reactants, conditions, products, and yield The reactants are Cl, OCC1COCO1, Cc1ccc(S(=O)(=O)Cl)cc1, c1ccncc1. The product is Cc1ccc(S(=O)(=O)OCC2COCO2)cc1. Reaction SMILES: [ClH:19].[O:12]1[CH2:13][O:14][CH:15]([CH2:17][OH:18])[CH2:16]1.[c:1]1([CH3:11])[cH:2][cH:3][c:4]([S:7](=[O:8])(=[O:9])[Cl:10])[cH:5][cH:6]1.[cH:20]1[cH:21][cH:22][n:23][cH:24][cH:25]1>>[c:1]1([CH3:11])[cH:2][cH:3][c:4]([S:7](=[O:8])(=[O:9])[O:18][CH2:17][CH:15]2[O:14][CH2:13][O:12][CH2:16]2)[cH:5][cH:6]1. Starting materials: NC1=C(C2=C(S1)CCC2(C)C)C(=O)OCC (Ethyl 2-amino-4,4-dimethyl-5,6-dihydro-4H-cyclopenta[b]thiophene-3-carboxylate), C(=O)N (formamide), O (water). Conditions: temperature 180 celsius, time 1 hour. Yields the product CC1(CCC2=C1C1=C(N=CNC1=O)S2)C (5,5-dimethyl-6,7-dihydro-3H-cyclopenta[4,5]thieno[2,3-d]pyrimidin-4(5H)-one). Isolated yield 75.0%. As a reaction SMILES: [NH2:1][C:2]1[S:6][C:5]2[CH2:7][CH2:8][C:9]([CH3:11])([CH3:10])[C:4]=2[C:3]=1[C:12]([O:14]CC)=O.O.[CH:18]([NH2:20])=O>>[CH3:10][C:9]1([CH3:11])[C:4]2[C:3]3[C:12](=[O:14])[NH:20][CH:18]=[N:1][C:2]=3[S:6][C:5]=2[CH2:7][CH2:8]1. Procedure details: Ethyl 2-amino-4,4-dimethyl-5,6-dihydro-4H-cyclopenta[b]thiophene-3-carboxylate (2.3 g, 9.9 mmol, 1 equiv.) was dissolved in formamide (12 mL). The mixture was stirred for 1 hour at 180° C. Then water (50 mL) was added and the product extracted with ethyl acetate (50 mL*3). The organic layer was washed with water (100 mL*2) and brine (100 mL), dried by sodium sulfate and filtered. The organic layer was concentrated and the residue purified by column chromatography (hexane:ethyl acetate=6:5) to gi... The reactants are CCOC(=O)c1c(F)c(F)c(F)c(F)c1F, CS(C)=O, Cl, O=N[O-], [Na+], O. Yields the product CCOC(=O)c1c(F)c(F)c(O)c(F)c1F. Reaction SMILES: [CH2:1]([CH3:2])[O:3][C:4]([c:5]1[c:6]([F:15])[c:7]([F:14])[c:8]([F:13])[c:9]([F:12])[c:10]1[F:11])=[O:16].[CH3:21][S:22]([CH3:23])=[O:24].[ClH:25].[N:17](=[O:18])[O-:19].[Na+:20].[OH2:26]>>[CH2:1]([CH3:2])[O:3][C:4]([c:5]1[c:6]([F:15])[c:7]([F:14])[c:8]([OH:18])[c:9]([F:12])[c:10]1[F:11])=[O:16]. The reactants are O (water), BrCCC1=CC=C(C=C1)S(=O)(=O)NC1=NC=CC=C1C (4-(2-Bromoethyl)-N-(3-methyl-2-pyridinyl)benzenesulfonamide), [OH-].[K+] (potassium hydroxide), C1(O)=CC=C(O)C=C1 (hydroquinone). Solvent: C1(=CC=CC=C1)C (toluene), C(C)(=O)O (acetic acid). Yields the product C(=C)C1=CC=C(C=C1)S(=O)(=O)NC1=NC=CC=C1C (4-Ethenyl-N-(3-methyl-2-pyridinyl)benzenesulfonamide). Reaction SMILES: Br[CH2:2][CH2:3][C:4]1[CH:9]=[CH:8][C:7]([S:10]([NH:13][C:14]2[C:19]([CH3:20])=[CH:18][CH:17]=[CH:16][N:15]=2)(=[O:12])=[O:11])=[CH:6][CH:5]=1.[OH-].[K+].C1(C=CC(O)=CC=1)O.O>C1(C)C=CC=CC=1.C(O)(=O)C>[CH:3]([C:4]1[CH:5]=[CH:6][C:7]([S:10]([NH:13][C:14]2[C:19]([CH3:20])=[CH:18][CH:17]=[CH:16][N:15]=2)(=[O:11])=[O:12])=[CH:8][CH:9]=1)=[CH2:2] |f:1.2|. Reported procedure: 4-(2-Bromoethyl)-N-(3-methyl-2-pyridinyl)benzenesulfonamide (183 g, 0.5 mol) and potassium hydroxide (120 g, 1.83 mol) and hydroquinone (1 g) in ethanol (21) was refluxed for 1 h. 51 water was added and the solution acidified with acetic acid. The precipitated product was collected by filtration, washed with water and dried. Yield 137 g (quantitative). Starting materials: CC1=CC=C(C=C1)S(=O)(=O)OCC1CCN(CC1)CC1=CC(=NO1)C1=CC=CC=C1 ({1-[(3-phenyl-5-isoxazolyl)methyl]-4-piperidinyl}methyl 4-methylbenzenesulfonate), C1(=CC=CC=C1)C1CNC(C2=CC=CC=C12)=O (4-phenyl-3,4-dihydroisoquinolin-1(2H)-one), ClC=1C=C2CCNC(C2=CC1)=O (6-chloro-3,4-dihydroisoquinolin-1(2H)-one). Product: C1(=CC=CC=C1)C1CN(C(C2=CC=CC=C12)=O)CC1CCN(CC1)CC1=CC(=NO1)C1=CC=CC=C1 (4-phenyl-2-({1-[(3-phenyl-5-isoxazolyl)methyl]-4-piperidinyl}methyl)-3,4-dihydro-1(2H)-isoquinolinone). Reaction SMILES: CC1C=CC(S(O[CH2:12][CH:13]2[CH2:18][CH2:17][N:16]([CH2:19][C:20]3[O:24][N:23]=[C:22]([C:25]4[CH:30]=[CH:29][CH:28]=[CH:27][CH:26]=4)[CH:21]=3)[CH2:15][CH2:14]2)(=O)=O)=CC=1.[C:31]1([CH:37]2[C:46]3[C:41](=[CH:42][CH:43]=[CH:44][CH:45]=3)[C:40](=[O:47])[NH:39][CH2:38]2)[CH:36]=[CH:35][CH:34]=[CH:33][CH:32]=1.ClC1C=C2C(=CC=1)C(=O)NCC2>>[C:31]1([CH:37]2[C:46]3[C:41](=[CH:42][CH:43]=[CH:44][CH:45]=3)[C:40](=[O:47])[N:39]([CH2:12][CH:13]3[CH2:14][CH2:15][N:16]([CH2:19][C:20]4[O:24][N:23]=[C:22]([C:25]5[CH:26]=[CH:27][CH:28]=[CH:29][CH:30]=5)[CH:21]=4)[CH2:17][CH2:18]3)[CH2:38]2)[CH:32]=[CH:33][CH:34]=[CH:35][CH:36]=1. Procedure: According to the same procedure described in Example 61, using the compound prepared in Example 65 instead of tert-butyl 4-(bromomethyl)piperidine-1-carboxylate and 4-phenyl-3,4-dihydroisoquinolin-1(2H)-one (prepared according to the reported preparation in Davies, R. V.; et al. J. Chem. Soc. Perkin Trans. 1 1978, 180) instead of 6-chloro-3,4-dihydroisoquinolin-1(2H)-one, the title compound having the following physical data was obtained.